From a dataset of the Open Reaction Database (ORD), a public repository of structured organic reaction records. describe an organic reaction: reactants, conditions, products, and yield Reactants: CN(C)CC(=C)C1=CC=C(C=C1)NC(NC)=O (N'-[4(1-dimethylaminomethyl-ethenyl)phenyl]-N-methyl urea), C1(=CC=CC=C1)OC(=O)Cl (chloroformic acid phenyl ester). Solvent: C(Cl)Cl (CH2Cl2), C(Cl)Cl (CH2Cl2). The product is ClCC(=C)C1=CC=C(C=C1)NC(NC)=O (N'-[4(1-chloromethyl-ethenyl)phenyl]-N-methyl urea). Reaction SMILES: CN([CH2:4][C:5]([C:7]1[CH:12]=[CH:11][C:10]([NH:13][C:14](=[O:17])[NH:15][CH3:16])=[CH:9][CH:8]=1)=[CH2:6])C.C1(OC([Cl:27])=O)C=CC=CC=1>C(Cl)Cl>[Cl:27][CH2:4][C:5]([C:7]1[CH:12]=[CH:11][C:10]([NH:13][C:14](=[O:17])[NH:15][CH3:16])=[CH:9][CH:8]=1)=[CH2:6]. Procedure details: To a solution of 13.85 g (0.06 Mol) N'-[4(1-dimethylaminomethyl-ethenyl)phenyl]-N-methyl urea in 180 ml absolute CH2Cl2 are added dropwise, at 20°-30°, within 20 minutes, 9.4 g (0.06 Mol) chloroformic acid phenyl ester in 50 ml absolute CH2Cl2. Reactants: O=C(NCCCC=1C=CC=CC1OC)C(F)(F)F. Reagents/catalysts: O=S(=O)([O-])CC=1C=NC(=CC1)C2=NC=C(C=C2)C.CCCC[N+](CCCC)(CCCC)CCCC, O1B(OC(C)(C)C1(C)C)B2OC(C)(C)C(O2)(C)C, C[OH2+].C[OH2+].C1CC=CCCC=C1.C1CC=CCCC=C1.[Ir].[Ir]. Run in O1CCCC1. Conditions: temperature 70 celsius, time 20 hour. Yields the product O=C(NCCCC1=CC(=CC=C1OC)B2OC(C)(C)C(O2)(C)C)C(F)(F)F, O=C(NCCCC1=CC=C(C=C1OC)B2OC(C)(C)C(O2)(C)C)C(F)(F)F. The yield is 28.0%. Procedure: Following general procedure F using 2,2,2‐trifluoro‐N‐(3‐(2‐methoxyphenyl)propyl)acetamide (65.3 mg, 0.25 mmol), B2pin2 (127 mg, 0.50 mmol), [Ir(COD)OMe]2 (2.5 mg, 0.00375 mmol) and 1a (3.8 mg, 0.0075 mmol) in THF (1.25 mL). The reaction was stirred at 70 °C for 20 hours before cooling and the solvents removed. Analysis of crude 1 H NMR using internal standard 1,2‐dimethoxyethane showed 1.3:1 meta:para borylation in 65% yield. The crude product was purified by silica gel chromatography (Pet. Eth...